From a dataset of the Open Reaction Database (ORD), a public repository of structured organic reaction records. describe an organic reaction: reactants, conditions, products, and yield Starting materials: CCC(C)=O, [I-], [Na+], CCCC(=O)P(=O)(OC)OC. Product: [Na+], CCCC(=O)P(=O)([O-])OC. RXN SMILES: [CH3:14][C:15]([CH2:16][CH3:17])=[O:18].[I-:13].[Na+:12].[O:1]=[C:2]([CH2:3][CH2:4][CH3:5])[P:6]([O:7][CH3:8])([O:9][CH3:10])=[O:11]>>[Na+:12].[O:1]=[C:2]([CH2:3][CH2:4][CH3:5])[P:6]([O:7][CH3:8])(=[O:9])[O-:11]. Reactants: N1CCCCC1 (piperidine), ClCC1=NC(=NO1)C=1N=CN2C1[C@H]1N(C(C3=C2C=CS3)=O)CC1 ((S)-1-(5-chloromethyl-1,2,4-oxadiazol-3-yl)-11,11a-dihydro-8H, 10H-azeto[1,2-a]-imidazo[5,1-c]thieno[3,2-e][1,4]diazepin-8-one). Run in CN(C=O)C (N,N-dimethylformamide). Run at time 12 hour. The product is N1(CCCCC1)CC1=NC(=NO1)C=1N=CN2C1[C@H]1N(C(C3=C2C=CS3)=O)CC1 ((S)-1-(5-piperidin-1-ylmethyl-1,2,4-oxadiazol-3-yl)-11,11a-dihydro-8H, 10H-azeto[1,2-a]imidazo[5,1-c]thieno[3,2-e]-[1,4]diazepin-8-one). The yield is 82.2%. RXN SMILES: [NH:1]1[CH2:6][CH2:5][CH2:4][CH2:3][CH2:2]1.Cl[CH2:8][C:9]1[O:13][N:12]=[C:11]([C:14]2[N:15]=[CH:16][N:17]3[C:23]4[CH:24]=[CH:25][S:26][C:22]=4[C:21](=[O:27])[N:20]4[CH2:28][CH2:29][C@H:19]4[C:18]=23)[N:10]=1>CN(C)C=O>[N:1]1([CH2:8][C:9]2[O:13][N:12]=[C:11]([C:14]3[N:15]=[CH:16][N:17]4[C:23]5[CH:24]=[CH:25][S:26][C:22]=5[C:21](=[O:27])[N:20]5[CH2:28][CH2:29][C@H:19]5[C:18]=34)[N:10]=2)[CH2:6][CH2:5][CH2:4][CH2:3][CH2:2]1. Procedure details: 0.34 ml (3.45 mmol) of piperidine was added to a suspension of 400 mg (1.15 mmol) of (S)-1-(5-chloromethyl-1,2,4-oxadiazol-3-yl)-11,11a-dihydro-8H, 10H-azeto[1,2-a]-imidazo[5,1-c]thieno[3,2-e][1,4]diazepin-8-one in 10 ml of N,N-dimethylformamide and the mixture was stirred at room temperature for 12 hours. The solution was evaporated and the residue was partitioned between methylene chloride and 2N sodium carbonate solution. The aqueous solution was extracted with methylene chloride and the orga... Starting materials: O (water), C(C)(C)(C)OC(=O)N1CCC(CC1)=CC(=O)O (4-carboxymethylenepiperidine-1-carboxylic acid tert-butyl ester), ON1N=NC2=C1C=CC=C2 (1-hydroxybenzotriazole), 1-ethyl-3-(3′-dimethylaminopopyl)carbodiimide hydrochloride, Cl.CNOC (N,O-dimethylhydroxylamine hydrochloride). Solvent: CN(C=O)C (N,N-dimethylformamide). Run at time 20 hour. Product: C(C)(C)(C)OC(=O)N1CCC(CC1)=CC(NCOC)=O (4-[(methoxymethylcarbamoyl)methylene]piperidine-1-carboxylic acid tert-butyl ester). Yield: 60.8%. As a reaction SMILES: [C:1]([O:5][C:6]([N:8]1[CH2:13][CH2:12][C:11](=[CH:14][C:15]([OH:17])=O)[CH2:10][CH2:9]1)=[O:7])([CH3:4])([CH3:3])[CH3:2].O[N:19]1[C:23]2C=CC=CC=2N=N1.Cl.CN[O:31][CH3:32].O>CN(C)C=O>[C:1]([O:5][C:6]([N:8]1[CH2:9][CH2:10][C:11](=[CH:14][C:15](=[O:17])[NH:19][CH2:23][O:31][CH3:32])[CH2:12][CH2:13]1)=[O:7])([CH3:2])([CH3:3])[CH3:4] |f:2.3|. Procedure details: An aqueous solution of 1 M sodium hydroxide (15 mL) was added to a solution of 3.02 g (11.8 mmol) of tert-butyl ester of 4-metoxycarbonylmethylenepiperidine-1-carboxylic acid in THF (15 mL) and stirred for 2 hours. Then an aqueous solution of 1 M sodium hydroxide (another 10 mL) was added thereto, and stirred for 18 hours. After the reaction was completed, the reaction mixture was neutralized by addition of 1 M hydrochloric acid and the solvent was removed under a reduced pressure. The residue w... Reactants: OCCCBr, O=C([O-])[O-], CC(C)=O, [K+], [K+], CCOC(=O)CC(c1ccccc1)c1c[nH]c2cc(O)ccc12. Product: CCOC(=O)CC(c1ccccc1)c1c[nH]c2cc(OCCCO)ccc12. Reaction SMILES: [Br:24][CH2:25][CH2:26][CH2:27][OH:28].[C:29](=[O:30])([O-:31])[O-:32].[CH3:35][C:36](=[O:37])[CH3:38].[K+:33].[K+:34].[c:1]1([CH:7]([CH2:8][C:9](=[O:10])[O:11][CH2:12][CH3:13])[c:14]2[cH:15][nH:16][c:17]3[cH:18][c:19]([OH:23])[cH:20][cH:21][c:22]23)[cH:2][cH:3][cH:4][cH:5][cH:6]1>>[c:1]1([CH:7]([CH2:8][C:9](=[O:10])[O:11][CH2:12][CH3:13])[c:14]2[cH:15][nH:16][c:17]3[cH:18][c:19]([O:23][CH2:25][CH2:26][CH2:27][OH:28])[cH:20][cH:21][c:22]23)[cH:2][cH:3][cH:4][cH:5][cH:6]1. Reactants: C1CCOC1, Cc1ccc(N)cc1O, O=C1Nc2cc(C(=O)c3ccc(NC(=O)c4cccs4)cc3)ccc2C1=CO. Product: Cc1ccc(NC=C2C(=O)Nc3cc(C(=O)c4ccc(NC(=O)c5cccs5)cc4)ccc32)cc1O. As a reaction SMILES: [CH2:38]1[O:39][CH2:40][CH2:41][CH2:42]1.[NH2:29][c:30]1[cH:31][cH:32][c:33]([CH3:37])[c:34]([OH:36])[cH:35]1.[OH:1][CH:2]=[C:3]1[C:4](=[O:28])[NH:5][c:6]2[cH:7][c:8]([C:12](=[O:13])[c:14]3[cH:15][cH:16][c:17]([NH:20][C:21](=[O:22])[c:23]4[s:24][cH:25][cH:26][cH:27]4)[cH:18][cH:19]3)[cH:9][cH:10][c:11]21>>[CH:2](=[C:3]1[C:4](=[O:28])[NH:5][c:6]2[cH:7][c:8]([C:12](=[O:13])[c:14]3[cH:15][cH:16][c:17]([NH:20][C:21](=[O:22])[c:23]4[s:24][cH:25][cH:26][cH:27]4)[cH:18][cH:19]3)[cH:9][cH:10][c:11]21)[NH:29][c:30]1[cH:31][cH:32][c:33]([CH3:37])[c:34]([OH:36])[cH:35]1. Starting materials: [N+](=O)([O-])C=1C(=C(C(=O)[O-])C=CC1NC(CC1=CC=CC=C1)=O)CC (3-nitro-4-phenylacetylamino-ethylbenzoate), C(C)O (ethanol), reduced iron. Solvent: C(C)(=O)O (acetic acid). Yields the product C(C1=CC=CC=C1)C=1NC2=C(N1)C=CC(=C2)C(=O)OCC (2-benzyl-5-ethoxycarbonylbenzimidazole). Reaction SMILES: [N+:1]([C:4]1[C:5](CC)=[C:6]([CH:10]=[CH:11][C:12]=1[NH:13][C:14](=O)[CH2:15][C:16]1[CH:21]=[CH:20][CH:19]=[CH:18][CH:17]=1)[C:7]([O-:9])=[O:8])([O-])=O.[CH2:25](O)[CH3:26]>C(O)(=O)C>[CH2:15]([C:14]1[NH:1][C:4]2[CH:5]=[C:6]([C:7]([O:9][CH2:25][CH3:26])=[O:8])[CH:10]=[CH:11][C:12]=2[N:13]=1)[C:16]1[CH:17]=[CH:18][CH:19]=[CH:20][CH:21]=1. Reported procedure: A mixture of 3-nitro-4-phenylacetylamino-ethylbenzoate (3.60 g), ethanol (47 ml), acetic acid (23 ml) and reduced iron (6.4 g) is refluxed for four hours. Solids are separated through filtration and the filtrate is concentrated. Ethanol (50 ml) and 35% hydrochloric acid (5 g) are added to the residue and the solution is refluxed for 40 hours. The solution is neutralized with sodium bicarbonate and chloroform extraction is performed. The organic layer is concentrated under reduced pressure and th...